From a dataset of the Open Reaction Database (ORD), a public repository of structured organic reaction records. describe an organic reaction: reactants, conditions, products, and yield Starting materials: CCOC(=O)C(Cc1ccc(-c2cccc([N+](=O)[O-])c2)nc1)NC(=O)C1(NC(=O)C(SC(C)=O)C(C)C)CCCC1, CCO. The product is CCOC(=O)C(Cc1ccc(-c2cccc(N)c2)nc1)NC(=O)C1(NC(=O)C(SC(C)=O)C(C)C)CCCC1. As a reaction SMILES: [CH2:1]([CH3:2])[O:3][C:4]([CH:5]([CH2:6][c:7]1[cH:8][n:9][c:10](-[c:13]2[cH:14][c:15]([N+:19]([O-:20])=[O:21])[cH:16][cH:17][cH:18]2)[cH:11][cH:12]1)[NH:22][C:23](=[O:24])[C:25]1([NH:30][C:31]([CH:32]([CH:33]([CH3:34])[CH3:35])[S:36][C:37]([CH3:38])=[O:39])=[O:40])[CH2:26][CH2:27][CH2:28][CH2:29]1)=[O:41].[CH3:42][CH2:43][OH:44]>>[CH2:1]([CH3:2])[O:3][C:4]([CH:5]([CH2:6][c:7]1[cH:8][n:9][c:10](-[c:13]2[cH:14][c:15]([NH2:19])[cH:16][cH:17][cH:18]2)[cH:11][cH:12]1)[NH:22][C:23](=[O:24])[C:25]1([NH:30][C:31]([CH:32]([CH:33]([CH3:34])[CH3:35])[S:36][C:37]([CH3:38])=[O:39])=[O:40])[CH2:26][CH2:27][CH2:28][CH2:29]1)=[O:41]. Reactants: BrC1=CC(=C(C=O)C=C1)Cl (4-bromo-2-chlorobenzaldehyde), N1CCCCC1 (piperidine), C(C)(=O)O[BH-](OC(C)=O)OC(C)=O.[Na+] (sodium triacetoxyborohydride). Solvent: C(Cl)Cl (DCM). Product: BrC1=CC(=C(CN2CCCCC2)C=C1)Cl (1-(4-Bromo-2-chloro-benzyl)-piperidine). Yield: 86.6%. As a reaction SMILES: [Br:1][C:2]1[CH:9]=[CH:8][C:5]([CH:6]=O)=[C:4]([Cl:10])[CH:3]=1.[NH:11]1[CH2:16][CH2:15][CH2:14][CH2:13][CH2:12]1.C(O[BH-](OC(=O)C)OC(=O)C)(=O)C.[Na+]>C(Cl)Cl>[Br:1][C:2]1[CH:9]=[CH:8][C:5]([CH2:6][N:11]2[CH2:16][CH2:15][CH2:14][CH2:13][CH2:12]2)=[C:4]([Cl:10])[CH:3]=1 |f:2.3|. Procedure details: To a pre-stirred solution of 4-bromo-2-chlorobenzaldehyde (1.01 g, 4.6 mmol) and piperidine (500 μL, 5.0 mmol) in DCM (20 mL) at 0° C. was added sodium triacetoxyborohydride (1.46 g, 6.9 mmol) in portions. The reaction mixture was allowed to warm to ambient temperature and then partitioned between water (50 mL) and dichloromethane (50 mL). The organic phase was separated, washed with saturated aqueous sodium carbonate (50 mL), dried over anhydrous sodium sulfate, filtered and evaporated in vacuo... Starting materials: OC1=CC=C(C=C1)CCC(=O)O (3-(4-hydroxyphenyl)propanoic acid), [N+](=O)([O-])C1=CC=C(C=C1)O (4-nitrophenol), C1(CCCCC1)N=C=NC1CCCCC1 (N,N′-dicyclohexylcarbodiimide). Run in C(C)(=O)OCC (ethyl acetate). Reaction conditions: time 2 hour. Product: OC1=CC=C(C=C1)CCC(=O)N (3-(4-hydroxyphenyl)propanoic acid amide). Isolated yield 73.1%. As a reaction SMILES: C1([N:7]=C=NC2CCCCC2)CCCCC1.[OH:16][C:17]1[CH:22]=[CH:21][C:20]([CH2:23][CH2:24][C:25]([OH:27])=O)=[CH:19][CH:18]=1.[N+](C1C=CC(O)=CC=1)([O-])=O>C(OCC)(=O)C>[OH:16][C:17]1[CH:22]=[CH:21][C:20]([CH2:23][CH2:24][C:25]([NH2:7])=[O:27])=[CH:19][CH:18]=1. Procedure: N,N′-dicyclohexylcarbodiimide (2.48 g, 0.012 mol) was added to chilled (0° C.) 3-(4-hydroxyphenyl)propanoic acid solution (2 g, 0.012 mol) and 4-nitrophenol (1.95 g, 0.014 mol) in ethyl acetate (25 cm3) and mixed magnetically at 0° C. for 30 min. The reaction mixture was then stirred magnetically for 2 h at room temperature. Thereafter, the precipitated N,N′-dicyclohexylureaa was filtered out, washed using ethyl acetate (5 cm3) and the combined filtrates were evaporated until dry. Anhydrous meth... Starting materials: NC=1C(=NC(=CC1)OC1=C(C=C(C(=C1)N1C(N(C(=CC1=O)C(F)(F)F)C)=O)F)Cl)OCC(=O)OC (3-amino-6-{2-chloro-4-fluoro-5-[3-methyl-2,6-dioxo-4-(trifluoromethyl)-1,2,3,6-tetrahydropyrimidin-1-yl]phenoxy}-2-(methoxycarbonyl)methoxypyridine), COCCOC (1,2-dimethoxyethane), ClCCl (dichloromethane), N(=O)OC(C)(C)C (t-butyl nitrite). Solvent: CCCCC (n-pentane). Reaction conditions: time 10 minute. Product: ClC1=C(OC2=NC(=CC=C2)OCC(=O)OC)C=C(C(=C1)F)N1C(N(C(=CC1=O)C(F)(F)F)C)=O (2-{2-chloro-4-fluoro-5-[3-methyl-2,6-dioxo-4-(trifluoromethyl)-1,2,3,6-tetrahydropyrimidin-1-yl]phenoxy}-6-(methoxycarbonyl)methoxypyridine). Yield: 58.7%. RXN SMILES: N[C:2]1[C:3]([O:30][CH2:31][C:32]([O:34][CH3:35])=[O:33])=[N:4][C:5]([O:8][C:9]2[CH:14]=[C:13]([N:15]3[C:20](=[O:21])[CH:19]=[C:18]([C:22]([F:25])([F:24])[F:23])[N:17]([CH3:26])[C:16]3=[O:27])[C:12]([F:28])=[CH:11][C:10]=2[Cl:29])=[CH:6][CH:7]=1.COCCOC.ClCCl.N(OC(C)(C)C)=O>CCCCC>[Cl:29][C:10]1[CH:11]=[C:12]([F:28])[C:13]([N:15]2[C:20](=[O:21])[CH:19]=[C:18]([C:22]([F:25])([F:24])[F:23])[N:17]([CH3:26])[C:16]2=[O:27])=[CH:14][C:9]=1[O:8][C:5]1[CH:6]=[CH:7][CH:2]=[C:3]([O:30][CH2:31][C:32]([O:34][CH3:35])=[O:33])[N:4]=1. Reported procedure: 0.72 g of boron trifluoride diethyl ether complex was added to a mixture of 1.28 g of 3-amino-6-{2-chloro-4-fluoro-5-[3-methyl-2,6-dioxo-4-(trifluoromethyl)-1,2,3,6-tetrahydropyrimidin-1-yl]phenoxy}-2-(methoxycarbonyl)methoxypyridine, 3 ml of 1,2-dimethoxyethane and 1 ml of dichloromethane dropwise at −7° C. The mixture was stirred for 10 minutes at the same temperature, then, to the reaction solution was added 0.31 g of t-butyl nitrite dropwise at −5° C. or lower. The mixture was stirred for 1 ...